Dataset: the Open Reaction Database (ORD), a public repository of structured organic reaction records. Task: describe an organic reaction: reactants, conditions, products, and yield Starting materials: CNNC=1CN=C(C2=C(N1)SC(=C2)CC)C2=C(C=CC=C2)Cl (2-(2-methylhydrazino)-5-o-chlorophenyl-7-ethyl-3H-thieno-[2,3-e][1,4]diazepine), C(OCC)(=O)Cl (ethyl chlorocarbonate). Run in C(Cl)(Cl)Cl (chloroform), C(Cl)(Cl)Cl (chloroform). Conditions: time 8 hour. Yields the product C(C)OC(=O)N(NC=1CN=C(C2=C(N1)SC(=C2)CC)C2=C(C=CC=C2)Cl)C (2-(2-ethoxycarbonyl-2-methylhydrazino)-5-o-chlorophenyl-7-ethyl-3H-thieno[2,3-e][1,4]diazepine). Reaction SMILES: [CH3:1][NH:2][NH:3][C:4]1[CH2:5][N:6]=[C:7]([C:16]2[CH:21]=[CH:20][CH:19]=[CH:18][C:17]=2[Cl:22])[C:8]2[CH:13]=[C:12]([CH2:14][CH3:15])[S:11][C:9]=2[N:10]=1.[C:23](Cl)(=[O:27])[O:24][CH2:25][CH3:26]>C(Cl)(Cl)Cl>[CH2:25]([O:24][C:23]([N:2]([CH3:1])[NH:3][C:4]1[CH2:5][N:6]=[C:7]([C:16]2[CH:21]=[CH:20][CH:19]=[CH:18][C:17]=2[Cl:22])[C:8]2[CH:13]=[C:12]([CH2:14][CH3:15])[S:11][C:9]=2[N:10]=1)=[O:27])[CH3:26]. Reported procedure: 5 g of 2-(2-methylhydrazino)-5-o-chlorophenyl-7-ethyl-3H-thieno-[2,3-e][1,4]diazepine is dissolved in 30 ml of chloroform and a solution of 1.8 g of ethyl chlorocarbonate in 10 ml of chloroform is added dropwise with stirring, and the resulting mixture is stirred at room temperature for 2 hours. Then the reaction mixture is washed successively with water, an aqueous sodium hydrogen carbonate solution and water, and dried over anhydrous magnesium sulfate, and the chloroform is removed under reduc... The reactants are Cl.C1(=CC=CC=C1)NN (N-phenylhydrazine hydrochloride), CC(CCCCS(=O)(=O)O)C(C)=O (5-methyl-6-oxoheptanesulfonic acid), C(C)O (ethanol), O (H2O). Reagents/catalysts: [Cl-].[Cl-].[Zn+2] (ZnCl2). Run in CC#N (CH3CN). Product: CC1(C(=[N+](C=2C=CC3=C(C12)C=CC=C3)C3=CC=CC=C3)C)CCCCS(=O)(=O)[O-] (1,2-dimethyl-1-(4-sulfonatobutyl)-3-phenyl-1H-benzo[e]indolium). As a reaction SMILES: Cl.[C:2]1([NH:8]N)[CH:7]=[CH:6][CH:5]=[CH:4][CH:3]=1.[CH3:10][CH:11]([C:20](=O)[CH3:21])[CH2:12][CH2:13][CH2:14][CH2:15][S:16]([OH:19])(=[O:18])=[O:17].O.[CH2:24](O)[CH3:25]>CC#N.[Cl-].[Cl-].[Zn+2]>[CH3:10][C:11]1([CH2:12][CH2:13][CH2:14][CH2:15][S:16]([O-:19])(=[O:18])=[O:17])[C:3]2[C:4]3[CH:10]=[CH:11][CH:20]=[CH:21][C:5]=3[CH:6]=[CH:7][C:2]=2[N+:8]([C:25]2[CH:24]=[CH:15][CH:14]=[CH:13][CH:12]=2)=[C:20]1[CH3:21] |f:0.1,6.7.8|. Procedure details: N-(2-Naphtyl), N-phenylhydrazine hydrochloride (19.51 mmol, 5.28 g), 5-methyl-6-oxoheptanesulfonic acid (17.18 mmol, 3.70 g) and anhydrous ZnCl2 (17.18 mmol, 2.34 g) in absolute ethanol (30 ml) were stirred at room temperature for 30 min, then at 80° C. for 2 h. the reaction progress was checked by TLC (10% H2O in CH3CN). After completion the reaction was cooled down and the solvent removed under vacuum. The residue was dissolved in DCM and purified by flash column on silica-gel. Yield: 3.06 g, ...